This data is from the Open Reaction Database (ORD), a public repository of structured organic reaction records. The task is: describe an organic reaction: reactants, conditions, products, and yield The reactants are C(C)(C)(C)OC(=O)N(C1C=2C=CC(=NC2CCC1)C(=O)OCC)CCC1=C(C=CC=C1)O (rac-Ethyl 5-{(tert-butoxycarbonyl)[2-(2-hydroxyphenyl)ethyl]amino}-5,6,7,8-tetrahydroquinoline-2-carboxylate), BrCC1=C(C=C(C=C1)C1=CC=C(C=C1)C(F)(F)F)Cl (4-(bromomethyl)-3-chloro-4′-(trifluoromethyl)biphenyl), C([O-])([O-])=O.[K+].[K+] (potassium carbonate). The solvent is C(C)#N (acetonitrile). Reaction conditions: time 4 hour. The product is C(C)(C)(C)OC(=O)N(C1C=2C=CC(=NC2CCC1)C(=O)OCC)CCC1=C(C=CC=C1)OCC1=C(C=C(C=C1)C1=CC=C(C=C1)C(F)(F)F)Cl (rac-Ethyl 5-{(tert-butoxycarbonyl)[2-(2-{[3-chloro-4′-(trifluoromethyl)biphenyl-4-yl]methoxy}-phenyl)ethyl]amino}-5,6,7,8-tetrahydroquinoline-2-carboxylate). RXN SMILES: [C:1]([O:5][C:6]([N:8]([CH2:24][CH2:25][C:26]1[CH:31]=[CH:30][CH:29]=[CH:28][C:27]=1[OH:32])[CH:9]1[CH2:18][CH2:17][CH2:16][C:15]2[N:14]=[C:13]([C:19]([O:21][CH2:22][CH3:23])=[O:20])[CH:12]=[CH:11][C:10]1=2)=[O:7])([CH3:4])([CH3:3])[CH3:2].Br[CH2:34][C:35]1[CH:40]=[CH:39][C:38]([C:41]2[CH:46]=[CH:45][C:44]([C:47]([F:50])([F:49])[F:48])=[CH:43][CH:42]=2)=[CH:37][C:36]=1[Cl:51].C(=O)([O-])[O-].[K+].[K+]>C(#N)C>[C:1]([O:5][C:6]([N:8]([CH2:24][CH2:25][C:26]1[CH:31]=[CH:30][CH:29]=[CH:28][C:27]=1[O:32][CH2:34][C:35]1[CH:40]=[CH:39][C:38]([C:41]2[CH:42]=[CH:43][C:44]([C:47]([F:48])([F:50])[F:49])=[CH:45][CH:46]=2)=[CH:37][C:36]=1[Cl:51])[CH:9]1[CH2:18][CH2:17][CH2:16][C:15]2[N:14]=[C:13]([C:19]([O:21][CH2:22][CH3:23])=[O:20])[CH:12]=[CH:11][C:10]1=2)=[O:7])([CH3:2])([CH3:3])[CH3:4] |f:2.3.4|. Procedure: 250 mg (0.57 mmol) of rac-ethyl 5-{(tert-butoxycarbonyl)[2-(2-hydroxyphenyl)ethyl]amino}-5,6,7,8-tetrahydroquinoline-2-carboxylate (Example 10A), 277 mg (0.68 mmol) of 4-(bromomethyl)-3-chloro-4′-(trifluoromethyl)biphenyl and 118 mg (0.85 mmol) of potassium carbonate in 10 ml of acetonitrile were heated to 110° C. and stirred at this temperature for 4 h. After cooling, the reaction mixture was filtered, the filter cake was washed repeatedly with acetonitrile and the combined filtrates were conce... The reactants are C(C(=O)Cl)(=O)Cl (oxalyl chloride), CN(C=O)C (dimethylformamide), C(C)(C)OC1=C2C(C(=C(NC2=CC=N1)C)C(=O)O)C1=C(C=CC=C1)C(F)(F)F ((+)-1,4-dihydro-5-isopropoxy-2-methyl-4-(2-trifluoromethylphenyl)-1,6-naphthyridine-3-carboxylic acid). Run in O1CCOCC1 (dioxan), O1CCOCC1 (dioxan). Conditions: temperature 3 celsius, time 40 minute. The product is C(C)OC(=O)C1=C(NC2=CC=NC(=C2C1C1=C(C=CC=C1)C(F)(F)F)OC(C)C)C ((+)-1,4-Dihydro-5-isopropoxy-2-methyl-4-(2-trifluoromethylphenyl)-1,6-naphthyridine-3-carboxylic acid ethyl ester). RXN SMILES: [C:1](Cl)(=O)[C:2](Cl)=O.CN(C)C=O.[CH:12]([O:15][C:16]1[N:25]=[CH:24][CH:23]=[C:22]2[C:17]=1[CH:18]([C:30]1[CH:35]=[CH:34][CH:33]=[CH:32][C:31]=1[C:36]([F:39])([F:38])[F:37])[C:19]([C:27]([OH:29])=[O:28])=[C:20]([CH3:26])[NH:21]2)([CH3:14])[CH3:13]>O1CCOCC1>[CH2:1]([O:28][C:27]([C:19]1[CH:18]([C:30]2[CH:35]=[CH:34][CH:33]=[CH:32][C:31]=2[C:36]([F:38])([F:39])[F:37])[C:17]2[C:22](=[CH:23][CH:24]=[N:25][C:16]=2[O:15][CH:12]([CH3:14])[CH3:13])[NH:21][C:20]=1[CH3:26])=[O:29])[CH3:2]. Reported procedure: 31.4 mg oxalyl chloride are added to a solution of 0.5 mL anhydrous dimethylformamide in 3 mL anhydrous dioxan cooled to 3° C., followed by stirring for 40 minutes at 0° to 5° C. After adding 85 mg (+)-1,4-dihydro-5-isopropoxy-2-methyl-4-(2-trifluoromethylphenyl)-1,6-naphthyridine-3-carboxylic acid, dissolved in 1 mL anhydrous dioxan, the cooling is removed, followed by stirring for 2.5 hours. After adding 2 mL ethanol, the reaction mixture is first stirred for 2 hours at ambient temperature and... Reactants: N1C(=O)N(C)C=2N=CN(C)C2C1=O (theobromine), ClCCCCP(OCC)(=O)OCC (diethyl 4-chlorobutanephosphonate). The product is CN1C(N(C(C=2N(C=NC12)C)=O)CCCCP(OCC)(OCC)=O)=O (Diethyl [4-(3,7-dimethylxanthin-1-yl)-butyl]phosphonate). As a reaction SMILES: [NH:1]1[C:12](=[O:13])[C:11]2[N:9]([CH3:10])[CH:8]=[N:7][C:6]=2[N:4]([CH3:5])[C:2]1=[O:3].Cl[CH2:15][CH2:16][CH2:17][CH2:18][P:19]([O:24][CH2:25][CH3:26])(=[O:23])[O:20][CH2:21][CH3:22]>>[CH3:5][N:4]1[C:6]2[N:7]=[CH:8][N:9]([CH3:10])[C:11]=2[C:12](=[O:13])[N:1]([CH2:15][CH2:16][CH2:17][CH2:18][P:19](=[O:23])([O:24][CH2:25][CH3:26])[O:20][CH2:21][CH3:22])[C:2]1=[O:3]. Reported procedure: The title substance was prepared from 0.075 mol of theobromine and 0.09 mol of diethyl 4-chlorobutanephosphonate analogously to Example 23 and crystallized from diisopropyl ether. Reactants: Oc1ccc(C(O)(c2ccccc2)C(CCOCc2ccccc2)c2ccccc2)cc1, CCO, [H][H]. Yields the product OCCC(c1ccccc1)C(O)(c1ccccc1)c1ccc(O)cc1. RXN SMILES: [CH2:1]([c:2]1[cH:3][cH:4][cH:5][cH:6][cH:7]1)[O:8][CH2:9][CH2:10][CH:11]([C:12]([OH:13])([c:14]1[cH:15][cH:16][c:17]([OH:20])[cH:18][cH:19]1)[c:21]1[cH:22][cH:23][cH:24][cH:25][cH:26]1)[c:27]1[cH:28][cH:29][cH:30][cH:31][cH:32]1.[CH3:35][CH2:36][OH:37].[H:33][H:34]>>[OH:8][CH2:9][CH2:10][CH:11]([C:12]([OH:13])([c:14]1[cH:15][cH:16][c:17]([OH:20])[cH:18][cH:19]1)[c:21]1[cH:22][cH:23][cH:24][cH:25][cH:26]1)[c:27]1[cH:28][cH:29][cH:30][cH:31][cH:32]1. Run at time 5 hour. Reactants: CCN(C(C)C)C(C)C (DIPEA), FC=1C=C(OCC2=NC=C(C=C2)C)C=CC1[N+](=O)[O-] (2-((3-fluoro-4-nitrophenoxy)methyl)-5-methylpyridine), ClC=1C=NC(=NC1)C1=CC=C(CNC(OC(C)(C)C)=O)C=C1 (tert-butyl 4-(5-chloropyrimidin-2-yl)benzylcarbamate), C(=O)(C(F)(F)F)O (TFA). As a reaction SMILES: [Cl:1][C:2]1[CH:3]=[N:4][C:5]([C:8]2[CH:22]=[CH:21][C:11]([CH2:12][NH:13][C:14](=O)OC(C)(C)C)=[CH:10][CH:9]=2)=[N:6][CH:7]=1.C(O)(C(F)(F)F)=O.CCN(C(C)C)C(C)C.F[C:40]1[CH:41]=[C:42]([CH:52]=C[C:54]=1[N+:55]([O-:57])=[O:56])[O:43][CH2:44][C:45]1[CH:50]=[CH:49][C:48]([CH3:51])=[CH:47][N:46]=1>C(Cl)Cl.O.CC(N(C)C)=O>[Cl:1][C:2]1[CH:7]=[N:6][C:5]([C:8]2[CH:9]=[CH:10][C:11]([CH2:12][NH:13][C:14]3[CH:52]=[C:42]([O:43][CH2:44][C:45]4[CH:50]=[CH:49][C:48]([CH3:51])=[CH:47][N:46]=4)[CH:41]=[CH:40][C:54]=3[N+:55]([O-:57])=[O:56])=[CH:21][CH:22]=2)=[N:4][CH:3]=1. Solvent: CC(=O)N(C)C (DMA), C(Cl)Cl (DCM), O (water). Yields the product ClC=1C=NC(=NC1)C1=CC=C(CNC2=C(C=CC(=C2)OCC2=NC=C(C=C2)C)[N+](=O)[O-])C=C1 (N-(4-(5-Chloropyrimidin-2-yl)benzyl)-5-((5-methylpyridin-2-yl)methoxy)-2-nitroaniline). Procedure details: To a solution of tert-butyl 4-(5-chloropyrimidin-2-yl)benzylcarbamate (355 mg, 1.11 mmol) in DCM (10 mL) was added TFA (1 mL). The reaction mixture was stirred for 5 h at RT and concentrated to dryness. To the resulting residue was added DMA (3 mL), DIPEA (0.57 mL) and 2-((3-fluoro-4-nitrophenoxy)methyl)-5-methylpyridine (0.29 g, 1.11 mmol). The mixture and heated to 80° Celsius for 6 h. The mixture was then poured into water and the solids were collected by filtration to provide of the title co... Isolated yield 92.6%. Reactants: [OH-].[Li+] (lithium hydroxide), O1C(=NC2=C1C=CC=C2)C2=CC1=C(N(C(=N1)C)CC(C)C(=O)OC(C)(C)C)C=C2 (5-(benzoxazol-2-yl)-2-methyl-1-(2-tert-butoxycarbonyl-n-propyl)benzimidazole), Cl (hydrochloric acid). Solvent: C1CCOC1.O (THF water). Conditions: time 5 hour. The product is O1C(=NC2=C1C=CC=C2)C2=CC1=C(N(C(=N1)C)CC(C)C(=O)O)C=C2 (5-(benzoxazol-2-yl)-2-methyl-1-(2-carboxy-n-propyl)benzimidazole). The yield is 86.5%. Reaction SMILES: [O:1]1[C:5]2[CH:6]=[CH:7][CH:8]=[CH:9][C:4]=2[N:3]=[C:2]1[C:10]1[CH:29]=[CH:28][C:13]2[N:14]([CH2:18][CH:19]([C:21]([O:23]C(C)(C)C)=[O:22])[CH3:20])[C:15]([CH3:17])=[N:16][C:12]=2[CH:11]=1.[OH-].[Li+].Cl>C1COCC1.O>[O:1]1[C:5]2[CH:6]=[CH:7][CH:8]=[CH:9][C:4]=2[N:3]=[C:2]1[C:10]1[CH:29]=[CH:28][C:13]2[N:14]([CH2:18][CH:19]([C:21]([OH:23])=[O:22])[CH3:20])[C:15]([CH3:17])=[N:16][C:12]=2[CH:11]=1 |f:1.2,4.5|. Reported procedure: 5-(Benzoxazol-2-yl)-2-methyl-1-(2-tert-butoxycarbonyl-n-propyl)benzimidazole (see Working Example 121-2) (0.4 g, 1.0 mmol) and THF/water=2:1 (40 mL) were charged, and lithium hydroxide (0.043 g, 1.0 mmol) was added at room temperature, and this was heated and stirred for 5 hours. After being kept cool, the liquid was brought to approximately pH 5 with dilute hydrochloric acid (1 M), the crystals obtained were filtered off and washed with distilled water, and then were dried with heating under re... Product: CN(C(=S)N1C=NC=C1)C (imidazole-1-carbothioic acid dimethylamide). RXN SMILES: [C:1]([N:8]1[CH:12]=CN=[CH:9]1)([N:3]1[CH:7]=[CH:6][N:5]=[CH:4]1)=[S:2].CNC>C1COCC1>[CH3:9][N:8]([CH3:12])[C:1]([N:3]1[CH:7]=[CH:6][N:5]=[CH:4]1)=[S:2]. Solvent: C1CCOC1 (THF), C1CCOC1 (THF). Reaction conditions: temperature 55 celsius. Procedure: To a stirred mixture of thiocarbonyldiimidazole (44.9 mmol) in THF (40 mL) at room temperature was added portionwise 2 M Dimethylamine in THF (44 mmol) and a temperature increase was observed. 40 min after final addition the reaction mixture was heated to 55° C. for 1 h, then allowed to reach room temperature again. The reaction was then concentrated in vacuo and the residue purified by flash chromatography (silica gel, Petroleum ether-EtOAc) to give the intermediate imidazole-1-carbothioic acid... Reactants: C(=S)(N1C=NC=C1)N1C=NC=C1 (thiocarbonyldiimidazole), CNC (Dimethylamine). Starting materials: [BH4-], CCOCC, [Cl-], [Cl-], CCOC(=O)C(Cc1cccc(OC(F)(F)C(F)F)c1)C(=O)c1ccc(Oc2ccc(Cl)c(CC)c2)cc1, Cl, [Na+], O, [Zn+2]. The product is CCOC(=O)C(Cc1cccc(OC(F)(F)C(F)F)c1)C(O)c1ccc(Oc2ccc(Cl)c(CC)c2)cc1. As a reaction SMILES: [BH4-:1].[CH3:43][CH2:44][O:45][CH2:46][CH3:47].[Cl-:48].[Cl-:50].[Cl:3][c:4]1[c:5]([CH2:39][CH3:40])[cH:6][c:7]([O:10][c:11]2[cH:12][cH:13][c:14]([C:17]([CH:18]([C:19](=[O:20])[O:21][CH2:22][CH3:23])[CH2:24][c:25]3[cH:26][c:27]([O:31][C:32]([CH:33]([F:34])[F:35])([F:36])[F:37])[cH:28][cH:29][cH:30]3)=[O:38])[cH:15][cH:16]2)[cH:8][cH:9]1.[ClH:41].[Na+:2].[OH2:42].[Zn+2:49]>>[Cl:3][c:4]1[c:5]([CH2:39][CH3:40])[cH:6][c:7]([O:10][c:11]2[cH:12][cH:13][c:14]([CH:17]([CH:18]([C:19](=[O:20])[O:21][CH2:22][CH3:23])[CH2:24][c:25]3[cH:26][c:27]([O:31][C:32]([CH:33]([F:34])[F:35])([F:36])[F:37])[cH:28][cH:29][cH:30]3)[OH:38])[cH:15][cH:16]2)[cH:8][cH:9]1. Reaction SMILES: [C:1]([CH3:2])([CH3:3])([CH3:4])[O:5][C:6](=[O:7])[N:8]1[CH:9]([CH2:19][CH2:20][c:21]2[cH:22][cH:23][c:24]([C:27]#[N:28])[cH:25][cH:26]2)[c:10]2[n:11]([c:14]([CH2:17][CH3:18])[n:15][cH:16]2)[CH2:12][CH2:13]1.[CH3:37][C:38]#[N:39].[Cl:29][N:30]1[C:31](=[O:32])[CH2:33][CH2:34][C:35]1=[O:36]>>[C:1]([CH3:2])([CH3:3])([CH3:4])[O:5][C:6](=[O:7])[N:8]1[CH:9]([CH2:19][CH2:20][c:21]2[cH:22][cH:23][c:24]([C:27]#[N:28])[cH:25][cH:26]2)[c:10]2[n:11]([c:14]([CH2:17][CH3:18])[n:15][c:16]2[Cl:29])[CH2:12][CH2:13]1. Product: CCc1nc(Cl)c2n1CCN(C(=O)OC(C)(C)C)C2CCc1ccc(C#N)cc1. Reactants: CCc1ncc2n1CCN(C(=O)OC(C)(C)C)C2CCc1ccc(C#N)cc1, CC#N, O=C1CCC(=O)N1Cl. Reactants: [NH4+].[OH-] (NH4OH), CC1(CCOCC1)C(=O)O (4-methyltetrahydro-2H-pyran-4-carboxylic acid), C=1C=CC2=C(C1)N=NN2O (HOBt), C(CCl)Cl (EDC). The solvent is CC#N (MeCN). Run at time 3 hour. The product is CC1(CCOCC1)C(=O)N (4-methyltetrahydro-2H-pyran-4-carboxamide). The yield is 71.0%. RXN SMILES: [CH3:1][C:2]1([C:8]([OH:10])=O)[CH2:7][CH2:6][O:5][CH2:4][CH2:3]1.C1C=CC2N(O)N=[N:17]C=2C=1.C(Cl)CCl.[NH4+].[OH-]>CC#N>[CH3:1][C:2]1([C:8]([NH2:17])=[O:10])[CH2:7][CH2:6][O:5][CH2:4][CH2:3]1 |f:3.4|. Procedure: A mixture of 4-methyltetrahydro-2H-pyran-4-carboxylic acid (2.60 g, 18.0 mmol), HOBt (2.76 g, 18.0 mmol) and EDC (4.49 g, 23.4 mmol) in MeCN (75 mL) was stirred at RT for 3 h, treated with NH4OH (˜15M, 7 mL, ˜105 mmol) and stirred at RT overnight. The mixture was concentrated to dryness, and the residue was partitioned between satd. brine (40 mL) and DCM (100 mL). The aqueous was extracted with THF (50 mL) and DCM (5×30 mL). The combined organics were washed with 10% aq K2CO3 (50 mL), dried over...